From a dataset of the Open Reaction Database (ORD), a public repository of structured organic reaction records. describe an organic reaction: reactants, conditions, products, and yield The reactants are C(C1=CC=CC=C1)(=O)N1CC(CC1)(CCS(=O)(=O)C)C1=CC(=C(C=C1)OC)OC (1-benzoyl-3-(3,4-dimethoxy-phenyl)-3-(2-methanesulfonyl-ethyl)-pyrrolidine), C(C)(=O)OCC.CO (ethyl acetate methanol), S1C(=NC2=C1C=CC=C2)C(=O)C2CCNCC2 (4-(benzothiazole-2-carbonyl)-piperidine), C([O-])([O-])=O.[Na+].[Na+] (sodium carbonate). Solvent: O1CCCC1.O (tetrahydrofuran water), ClCCl (dichloromethane). Reaction conditions: time 4 day. Yields the product C(C1=CC=CC=C1)(=O)N1CC(CC1)(C1=CC(=C(C=C1)OC)OC)CCN1CCC(CC1)C(=O)C=1SC2=C(N1)C=CC=C2 (1-Benzoyl-3-[2-[4-(benzothiazole-2-carbonyl)-piperidin-1-yl]-ethyl]-3-(3,4-dimethoxy-phenyl)-pyrrolidine). RXN SMILES: [C:1]([N:9]1[CH2:13][CH2:12][C:11]([C:20]2[CH:25]=[CH:24][C:23]([O:26][CH3:27])=[C:22]([O:28][CH3:29])[CH:21]=2)([CH2:14][CH2:15]S(C)(=O)=O)[CH2:10]1)(=[O:8])[C:2]1[CH:7]=[CH:6][CH:5]=[CH:4][CH:3]=1.[S:30]1[C:34]2[CH:35]=[CH:36][CH:37]=[CH:38][C:33]=2[N:32]=[C:31]1[C:39]([CH:41]1[CH2:46][CH2:45][NH:44][CH2:43][CH2:42]1)=[O:40].C(=O)([O-])[O-].[Na+].[Na+].C(OCC)(=O)C.CO>O1CCCC1.O.ClCCl>[C:1]([N:9]1[CH2:13][CH2:12][C:11]([CH2:14][CH2:15][N:44]2[CH2:45][CH2:46][CH:41]([C:39]([C:31]3[S:30][C:34]4[CH:35]=[CH:36][CH:37]=[CH:38][C:33]=4[N:32]=3)=[O:40])[CH2:42][CH2:43]2)([C:20]2[CH:25]=[CH:24][C:23]([O:26][CH3:27])=[C:22]([O:28][CH3:29])[CH:21]=2)[CH2:10]1)(=[O:8])[C:2]1[CH:3]=[CH:4][CH:5]=[CH:6][CH:7]=1 |f:2.3.4,5.6,7.8|. Procedure: Combine 1-benzoyl-3-(3,4-dimethoxy-phenyl)-3-(2-methanesulfonyl-ethyl)-pyrrolidine (0.20 g, 0.46 mmol) and 4-(benzothiazole-2-carbonyl)-piperidine (0.11 g, 0.46 mmol), and sodium carbonate (0.098 g, 0.92 mmol) in tetrahydrofuran/water (15/4) (30 mL). Heat to reflux. After 4 days, cool to ambient temperature and evaporate in vacuo to obtain a residue. Partition the residue between dichloromethane and 5% sodium bicarbonate solution. Dry the organic layer over Na2SO4, filter, and concentrate in vac... Starting materials: C1(=CC=CC=C1)COC1=CC(=NC=C1OCC1=CC=CC=C1)NC=C(C(=O)OCC)C(=O)OCC ([[[4,5-bis(phenylmethoxy)-2-pyridinyl]amino]methylene]malonic acid, diethyl ester), C1(=CC=CC=C1)OC1=CC=CC=C1 (diphenylether). Solvent: petroleum ether. Conditions: temperature 225 celsius, time 30 minute. Yields the product O=C1C(=CN=C2N1C=C(C(=C2)OCC2=CC=CC=C2)OCC2=CC=CC=C2)C(=O)OCC (4-Oxo-7,8-bis(phenylmethoxy)-4H-pyrido[1,2-a]pyrimidine-3-carboxylic acid, ethyl ester). As a reaction SMILES: [C:1]1([CH2:7][O:8][C:9]2[C:14]([O:15][CH2:16][C:17]3[CH:22]=[CH:21][CH:20]=[CH:19][CH:18]=3)=[CH:13][N:12]=[C:11]([NH:23][CH:24]=[C:25]([C:31]([O:33]CC)=O)[C:26]([O:28][CH2:29][CH3:30])=[O:27])[CH:10]=2)[CH:6]=[CH:5][CH:4]=[CH:3][CH:2]=1.C1(OC2C=CC=CC=2)C=CC=CC=1>>[O:33]=[C:31]1[N:12]2[CH:13]=[C:14]([O:15][CH2:16][C:17]3[CH:18]=[CH:19][CH:20]=[CH:21][CH:22]=3)[C:9]([O:8][CH2:7][C:1]3[CH:2]=[CH:3][CH:4]=[CH:5][CH:6]=3)=[CH:10][C:11]2=[N:23][CH:24]=[C:25]1[C:26]([O:28][CH2:29][CH3:30])=[O:27]. Reported procedure: At 225° C. [[[4,5-bis(phenylmethoxy)-2-pyridinyl]amino]methylene]malonic acid, diethyl ester (10.7 g, 22.45 mmol) was added to 135 g of diphenylether. After stirring for 30 minutes at 225° C., the mixture was allowed to cool at room temperature, and 150 ml of petroleum ether was added. After standing overnight in the refrigerator, the resulting crystals were collected by filtration, washed with petroleum ether and recrystallized from ethanol. Yield: 4.77 g; melting point 175.3° C. Reactants: CC1=CC=C(C=O)C=C1 (4-methylbenzaldehyde), COC1=C(C=CC=C1)CN (1-(2-methoxyphenyl)methanamine), C[Si](C)(C)C#N (trimethylsilyl cyanide). The solvent is C(C)#N (acetonitrile). Reaction conditions: time 16 hour. The product is COC1=C(CNC(C#N)C2=CC=C(C=C2)C)C=CC=C1 ([(2-methoxybenzyl)amino](4-methylphenyl)acetonitrile). As a reaction SMILES: [CH3:1][C:2]1[CH:9]=[CH:8][C:5]([CH:6]=O)=[CH:4][CH:3]=1.[CH3:10][O:11][C:12]1[CH:17]=[CH:16][CH:15]=[CH:14][C:13]=1[CH2:18][NH2:19].C[Si]([C:24]#[N:25])(C)C>C(#N)C>[CH3:10][O:11][C:12]1[CH:17]=[CH:16][CH:15]=[CH:14][C:13]=1[CH2:18][NH:19][CH:6]([C:5]1[CH:8]=[CH:9][C:2]([CH3:1])=[CH:3][CH:4]=1)[C:24]#[N:25]. Reported procedure: To a solution of 4-methylbenzaldehyde (4.38 g, 36 mmol) in 130 mL of acetonitrile at room temperature, 1-(2-methoxyphenyl)methanamine (5 g, 36 mmol) and trimethylsilyl cyanide (5.2 mL, 50 mmol) were added. The mixture was stirred for 16 h at room temperature until the starting materials had been completely consumed as judged by TLC (petroleum ether/ethyl acetate 90:10) and GC analysis. The mixture was quenched with 40 mL of saturated ammonium chloride, stirred for 15 min, added with 100 mL of wa... Reactants: [OH-].C[Sn+](C)C (trimethyltin hydroxide), [N+](=O)([O-])C1=CC=C(O1)C(=O)O (5-nitro-2-furoic acid). Run in C1=CC=CC=C1 (benzene). Reaction conditions: temperature 80 celsius. The product is [N+](=O)([O-])C1=CC=C(O1)C(=O)[O-].C[Sn+](C)C (trimethyltin 5-nitro-2-furoate). Yield: 94.0%. Reaction SMILES: [OH-].[CH3:2][Sn+:3]([CH3:5])[CH3:4].[N+:6]([C:9]1[O:13][C:12]([C:14]([OH:16])=[O:15])=[CH:11][CH:10]=1)([O-:8])=[O:7]>C1C=CC=CC=1>[N+:6]([C:9]1[O:13][C:12]([C:14]([O-:16])=[O:15])=[CH:11][CH:10]=1)([O-:8])=[O:7].[CH3:2][Sn+:3]([CH3:5])[CH3:4] |f:0.1,4.5|. Reported procedure: Trimethyltin 5-nitro-2-furoate (Compound E) was prepared by reacting trimethyltin hydroxide (9.20 g, 0.0509 mole) with 5-nitro-2-furoic acid (8.00 g, 0.0509 mole) in 75 ml benzene. The reaction mixture was refluxed for 19 hours at a temperature of 80° C. and a pressure of 1 atm. The resulting precipitate was collected on filter paper and dried to yield 15.30 g (94%) of crude trimethyltin 5-nitro-2-furoate, melting point 188.2°-195.5° C. The resulting compound was recrystallized three times from ... Starting materials: SC=1SC=C(N1)CC(=O)N (2-mercaptothiazol-4-yl-acetamide), O1CCCC1 (tetrahydrofuran), O (water), COC=1C=CC(=CC1)P2(=S)SP(=S)(S2)C=3C=CC(=CC3)OC (Lawesson's reagent). Solvent: C(C)(=O)OCC (ethyl acetate). Conditions: time 8 hour. The product is SC=1SC=C(N1)CC(=S)N (2-mercaptothiazol-4-yl-thioacetamide). Yield: 197.8%. RXN SMILES: [SH:1][C:2]1[S:3][CH:4]=[C:5]([CH2:7][C:8]([NH2:10])=O)[N:6]=1.O1CCCC1.COC1C=CC(P2(SP(C3C=CC(OC)=CC=3)(=S)S2)=[S:25])=CC=1.O>C(OCC)(=O)C>[SH:1][C:2]1[S:3][CH:4]=[C:5]([CH2:7][C:8]([NH2:10])=[S:25])[N:6]=1. Procedure details: To a mixture of 2-mercaptothiazol-4-yl-acetamide (174 mg) and tetrahydrofuran (10 ml) was added Lawesson's reagent (202 mg) at room temperature. After stirring at room temperature overnight, the solution was poured into a mixture of water and ethyl acetate. The organic layer was washed with saturated sodium chloride solution, dried over magnesium sulfate and evaporated under reduced pressure. The residue was subjected to column chromatography on silica gel (eluent: ethyl acetate) to give 2-merca...